describe an organic reaction: reactants, conditions, products, and yield From a dataset of the Open Reaction Database (ORD), a public repository of structured organic reaction records. Starting materials: C(CCC)[Li] (n-Butyllithium), BrC1=NC=C(C=C1)Br (2,5-dibromopyridine), O1CCC(CC1)=O (tetrahydro-4H-pyran-4-one). The solvent is C1(=CC=CC=C1)C (toluene). The product is BrC=1C=CC(=NC1)C1(CCOCC1)O (4-(5-Bromopyridin-2-yl)oxan-4-ol). Yield: 33.3%. As a reaction SMILES: Br[C:2]1[CH:7]=[CH:6][C:5]([Br:8])=[CH:4][N:3]=1.C([Li])CCC.[O:14]1[CH2:19][CH2:18][C:17](=[O:20])[CH2:16][CH2:15]1>C1(C)C=CC=CC=1>[Br:8][C:5]1[CH:6]=[CH:7][C:2]([C:17]2([OH:20])[CH2:18][CH2:19][O:14][CH2:15][CH2:16]2)=[N:3][CH:4]=1. Procedure details: A solution of 2,5-dibromopyridine (1 g, 4.22 mmol) in anhydrous toluene (15 mL) was cooled to −78° C. with stirring under nitrogen. n-Butyllithium (2.5M solution in hexanes, 1.7 mL) was added dropwise over 10 minutes. The reaction mixture was stirred at −78° C. for 1 h, then tetrahydro-4H-pyran-4-one (0.43 mL, 4.66 mmol) was added slowly. The reaction mixture was allowed to warm to ambient temperature, then stirred for 2 h. The reaction mixture was quenched with saturated aqueous ammonium chlori... Starting materials: S(=O)(=O)(C)Cl (mesyl chloride), Cl.NC=1C=CC=2N(C1)C(=NC2)C(=O)C2=CC(=C(C=C2)[N+](=O)[O-])OC ((6-aminoimidazo[1,5-a]pyridin-3-yl) (3-methoxy-4-nitrophenyl)methanone hydrochloride). Solvent: N1=CC=CC=C1 (pyridine), Cl (hydrochloric acid). Conditions: temperature 5 celsius, time 18 hour. Product: COC=1C=C(C(=O)C2=NC=C3N2C=C(C=C3)NS(=O)(=O)C)C=CC1[N+](=O)[O-] (N-[3-(3-methoxy-4-nitrobenzoyl)imidazo[1,5-a]pyridin-6-yl]methanesulfonamide). The yield is 91.6%. Reaction SMILES: [S:1](Cl)([CH3:4])(=[O:3])=[O:2].Cl.[NH2:7][C:8]1[CH:9]=[CH:10][C:11]2[N:12]([C:14]([C:17]([C:19]3[CH:24]=[CH:23][C:22]([N+:25]([O-:27])=[O:26])=[C:21]([O:28][CH3:29])[CH:20]=3)=[O:18])=[N:15][CH:16]=2)[CH:13]=1>N1C=CC=CC=1.Cl>[CH3:29][O:28][C:21]1[CH:20]=[C:19]([CH:24]=[CH:23][C:22]=1[N+:25]([O-:27])=[O:26])[C:17]([C:14]1[N:12]2[CH:13]=[C:8]([NH:7][S:1]([CH3:4])(=[O:3])=[O:2])[CH:9]=[CH:10][C:11]2=[CH:16][N:15]=1)=[O:18] |f:1.2|. Procedure details: 0.107 ml (1.38 mmol) of mesyl chloride is added to 0.40 g (1.15 mmol) of (6-aminoimidazo[1,5-a]pyridin-3-yl) (3-methoxy-4-nitrophenyl)methanone hydrochloride in 10 ml of pyridine cooled to 5° C. and the mixture is allowed to return to ambient temperature and is stirred for 18 hours. The medium is taken up in 130 ml of 1N hydrochloric acid and extracted with ethyl acetate. The organic phase is washed with a saturated aqueous sodium chloride solution, then dried over sodium sulfate and concentrate...